This data is from the Open Reaction Database (ORD), a public repository of structured organic reaction records. The task is: describe an organic reaction: reactants, conditions, products, and yield Isolated yield 91.0%. Yields the product C1(CCCC1)CC(=O)NC1=C(C=C(C=C1C)NCC1=CC=C(C=C1)C(F)(F)F)C (2-Cyclopentyl-N-[2,6-dimethyl-4-(4-trifluoromethyl-benzylamino)-phenyl]-acetamide). Reaction SMILES: [NH2:1][C:2]1[CH:7]=[C:6]([CH3:8])[C:5]([NH:9][C:10](=[O:17])[CH2:11][CH:12]2[CH2:16][CH2:15][CH2:14][CH2:13]2)=[C:4]([CH3:18])[CH:3]=1.[F:19][C:20]([F:30])([F:29])[C:21]1[CH:28]=[CH:27][C:24]([CH:25]=O)=[CH:23][CH:22]=1.C([BH3-])#N.[Na+].C(=O)([O-])[O-].[Na+].[Na+]>C(#N)C.C(O)(=O)C>[CH:12]1([CH2:11][C:10]([NH:9][C:5]2[C:4]([CH3:18])=[CH:3][C:2]([NH:1][CH2:25][C:24]3[CH:23]=[CH:22][C:21]([C:20]([F:19])([F:29])[F:30])=[CH:28][CH:27]=3)=[CH:7][C:6]=2[CH3:8])=[O:17])[CH2:16][CH2:15][CH2:14][CH2:13]1 |f:2.3,4.5.6|. Procedure: N-(4-Amino-2,6-dimethyl-phenyl)-2-cyclopentyl-acetamide (207 mg) and 4-trifluoromethyl-benzaldehyde (125 uL) were dissolved in acetonitrile (2 mL) and heated to 150° C. for 5 minutes in a sealed microwave process vial. Sodium cyanoborohydride (0.7 M in methanol, 5 mL) and acetic acid (500 uL) were added and the reaction mixture was stirred at 25° C. for 16 hours. Aqueous sodium carbonate (10%, 25 mL) was added, and the product was collected by filtration to furnish 0.31 g (91% yield) of the titl... The reactants are C(#N)[BH3-].[Na+] (Sodium cyanoborohydride), C([O-])([O-])=O.[Na+].[Na+] (sodium carbonate), NC1=CC(=C(C(=C1)C)NC(CC1CCCC1)=O)C (N-(4-Amino-2,6-dimethyl-phenyl)-2-cyclopentyl-acetamide), FC(C1=CC=C(C=O)C=C1)(F)F (4-trifluoromethyl-benzaldehyde). Run at temperature 150 celsius, time 16 hour. The solvent is C(C)(=O)O (acetic acid), C(C)#N (acetonitrile). As a reaction SMILES: [CH3:1][N:2]1[CH2:8][CH2:7][CH2:6][NH:5][CH2:4][CH2:3]1.[C:9]1([CH2:15][N:16]2[CH2:21][CH2:20][C:19](=O)[CH2:18][CH2:17]2)[CH:14]=[CH:13][CH:12]=[CH:11][CH:10]=1>>[CH3:1][N:2]1[CH2:8][CH2:7][CH2:6][N:5]([CH:19]2[CH2:18][CH2:17][N:16]([CH2:15][C:9]3[CH:14]=[CH:13][CH:12]=[CH:11][CH:10]=3)[CH2:21][CH2:20]2)[CH2:4][CH2:3]1. Starting materials: CN1CCNCCC1 (hexahydro-1-methyl-1H-1,4-diazepine), C1(=CC=CC=C1)CN1CCC(CC1)=O (1-(phenylmethyl)-4-piperidinone). Procedure details: Prepared analogously to Example A11a) from hexahydro-1-methyl-1H-1,4-diazepine and 1-(phenylmethyl)-4-piperidinone in a yield of 35% of theory. Colourless viscous oil. The yield is 35.0%. Product: CN1CCN(CCC1)C1CCN(CC1)CC1=CC=CC=C1 (Hexahydro-1-methyl-4-[1-(phenylmethyl)-4-piperidinyl]-1H-1,4-diazepine).